The task is: describe an organic reaction: reactants, conditions, products, and yield. This data is from the Open Reaction Database (ORD), a public repository of structured organic reaction records. Starting materials: CC(Cl)c1cccnc1, Cc1cc(N2CCNCC2)nc(C(F)(F)F)n1. The reagents and catalysts are O=C([O-])[O-].[Cs+].[Cs+] (cesium carbonate), [I-].[K+] (potassium iodide). The solvent is CN(C)C=O (DMF), CN(C)C=O (dmf), CN(C)C=O (DMF). Reaction conditions: temperature 70 celsius, time 16 hour. Yields the product Cc1cc(N2CCN(C(C)c3cccnc3)CC2)nc(C(F)(F)F)n1. Reactants: C(CCC)(=O)O (butanoic acid), ON1C(CCC1=O)=O (N-hydroxysuccinimide), C1(CCCCC1)N=C=NC1CCCCC1 (N,N′-dicyclohexylcarbodiimide). Solvent: O1CCOCC1 (1,4-dioxane). Reaction conditions: time 1 hour. Yields the product O=C1N(C(CC1)=O)OC(CCC)=O (butanoic acid 2,5-dioxopyrrolidin-1-yl ester). The yield is 127.8%. RXN SMILES: [C:1]([OH:6])(=[O:5])[CH2:2][CH2:3][CH3:4].O[N:8]1[C:12](=[O:13])[CH2:11][CH2:10][C:9]1=[O:14].C1(N=C=NC2CCCCC2)CCCCC1>O1CCOCC1>[O:14]=[C:9]1[CH2:10][CH2:11][C:12](=[O:13])[N:8]1[O:5][C:1](=[O:6])[CH2:2][CH2:3][CH3:4]. Procedure: 35 mg of butanoic acid was dissolved in 0.5 mL of 1,4-dioxane, to which 46 mg of N-hydroxysuccinimide and 82 mg of N,N′-dicyclohexylcarbodiimide were added, and stirred at room temperature for 1 hour. The deposit was filtered off, and the solvent was evaporated to obtain 94 mg of butanoic acid 2,5-dioxopyrrolidin-1-yl ester crude product. The crude product was used in the next reaction without further purification. The reactants are C(N)(OC(C)(C)C)=O (tert-butyl carbamate), [OH-].[Na+] (sodium hydroxide), potassium osmate dihydrate, CC[C@H]1CN2CC[C@H]1C[C@@H]2[C@H](C3=C4C=C(C=CC4=NC=C3)OC)OC5=NN=C(C6=CC=CC=C65)O[C@H]([C@H]7C[C@@H]8CCN7C[C@@H]8CC)C9=C1C=C(C=CC1=NC=C9)OC ((DHQD)2PHAL), CC[C@@H]1CN2CC[C@@H]1C[C@@H]2[C@@H](C3=C4C=C(C=CC4=NC=C3)OC)OC5=NN=C(C6=CC=CC=C65)O[C@@H]([C@H]7C[C@@H]8CCN7C[C@@H]8CC)C9=C1C=C(C=CC1=NC=C9)OC ((DHQ)2PHAL), ClOC(C)(C)C (tert-butyl hypochlorite), BrC=1C=C(/C=C/C=2C=NC=CC2)C=CC1 ((E)-3-(3-bromostyryl)pyridine). The solvent is C(CC)O (propanol), C(CC)O (propanol), O (water), C(CC)O (propanol). Conditions: temperature 0 celsius, time 8 hour. Yields the product BrC=1C=C(C=CC1)[C@H]([C@@H](C=1C=NC=CC1)O)NC(OC(C)(C)C)=O ((±)-tert-Butyl (1R,2R)-1-(3-bromophenyl)-2-hydroxy-2-(pyridin-3-yl)ethylcarbamate). RXN SMILES: [C:1](=[O:8])([O:3][C:4]([CH3:7])([CH3:6])[CH3:5])[NH2:2].[OH-].[Na+].Cl[O:12]C(C)(C)C.CC[C@@H]1[C@@H]2C[C@H]([C@@H](OC3C4C(=CC=CC=4)C(O[C@@H](C4C=CN=C5C=4C=C(OC)C=C5)[C@@H]4N5C[C@H](CC)[C@@H](CC5)C4)=NN=3)C3C=CN=C4C=3C=C(OC)C=C4)N(CC2)C1.CC[C@H]1[C@H]2C[C@H]([C@H](OC3C4C(=CC=CC=4)C(O[C@H](C4C=CN=C5C=4C=C(OC)C=C5)[C@@H]4N5C[C@H](CC)[C@@H](CC5)C4)=NN=3)C3C=CN=C4C=3C=C(OC)C=C4)N(CC2)C1.[Br:133][C:134]1[CH:135]=[C:136]([CH:145]=[CH:146][CH:147]=1)/[CH:137]=[CH:138]/[C:139]1[CH:140]=[N:141][CH:142]=[CH:143][CH:144]=1>C(O)CC.O>[Br:133][C:134]1[CH:135]=[C:136]([C@@H:137]([NH:2][C:1](=[O:8])[O:3][C:4]([CH3:7])([CH3:6])[CH3:5])[C@H:138]([OH:12])[C:139]2[CH:140]=[N:141][CH:142]=[CH:143][CH:144]=2)[CH:145]=[CH:146][CH:147]=1 |f:1.2|. Procedure: To tert-butyl carbamate (1256 mg, 10.73 mmol) in propanol (25 mL) was added sodium hydroxide (422 mg, 10.55 mmol) in water (30 mL) followed by tert-butyl hypochlorite (1.191 mL, 10.55 mmol). The solution was cooled to 0° C. and (DHQD)2PHAL (67.4 mg, 0.086 mmol) and (DHQ)2PHAL (67.4 mg, 0.086 mmol) were added in propanol (20 mL) followed by (E)-3-(3-bromostyryl)pyridine (900 mg, 3.46 mmol) in propanol (25 mL) and finally potassium osmate dihydrate (51.0 mg, 0.138 mmol) in one portion. The mixture...